This data is from the Open Reaction Database (ORD), a public repository of structured organic reaction records. The task is: describe an organic reaction: reactants, conditions, products, and yield Reactants: C1CCOC1, COCN(Cc1ccccc1)C[Si](C)(C)C, CCCCCCC, O=C(O)C=Cc1ccc(Cl)c(Cl)c1, O=C(O)C(F)(F)F. The product is O=C(O)C1CN(Cc2ccccc2)CC1c1ccc(Cl)c(Cl)c1. Reaction SMILES: [CH2:37]1[O:38][CH2:39][CH2:40][CH2:41]1.[CH3:1][O:2][CH2:3][N:4]([CH2:5][Si:6]([CH3:7])([CH3:8])[CH3:9])[CH2:10][c:11]1[cH:12][cH:13][cH:14][cH:15][cH:16]1.[CH3:42][CH2:43][CH2:44][CH2:45][CH2:46][CH2:47][CH3:48].[Cl:17][c:18]1[cH:19][c:20]([CH:25]=[CH:26][C:27](=[O:28])[OH:29])[cH:21][cH:22][c:23]1[Cl:24].[OH:30][C:31]([C:32]([F:33])([F:34])[F:35])=[O:36]>>[CH2:3]1[N:4]([CH2:10][c:11]2[cH:12][cH:13][cH:14][cH:15][cH:16]2)[CH2:5][CH:26]([C:27](=[O:28])[OH:29])[CH:25]1[c:20]1[cH:19][c:18]([Cl:17])[c:23]([Cl:24])[cH:22][cH:21]1. Reactants: CCCCCC (hexane), C(=C)C1CCC(CC1)C(=O)OC (methyl 4-vinylcyclohexane carboxylate), Cl (hydrochloric acid), [OH-].[Na+] (sodium hydroxide). Run in CO (methanol). Conditions: temperature 15 celsius, time 2 hour. Yields the product C(=C)[C@@H]1CC[C@H](CC1)C(=O)O (trans-4-vinylcyclohexane carboxylic acid). The yield is 45.4%. RXN SMILES: [CH:1]([CH:3]1[CH2:8][CH2:7][CH:6]([C:9]([O:11]C)=[O:10])[CH2:5][CH2:4]1)=[CH2:2].[OH-].[Na+].Cl.CCCCCC>CO>[CH:1]([C@H:3]1[CH2:8][CH2:7][C@H:6]([C:9]([OH:11])=[O:10])[CH2:5][CH2:4]1)=[CH2:2] |f:1.2|. Reported procedure: 55.3 g of methyl 4-vinylcyclohexane carboxylate was dissolved in 60 mL of methanol, and was cooled to 15° C. Then, 100 g of 20% sodium hydroxide aqueous solution was added thereto. The solution was further stirred at room temperature for 2 hours, and then concentrated hydrochloric acid was added to make the system acidic. Extraction was performed with hexane, and then the organic layer was washed with saturated saline. The resultant product was dried over anhydrous sodium sulfate, and concentrat... The reactants are CC1([C@@H](N2[C@H](S1)[C@@H](C2=O)NC(=O)CC=3C=CC=CC3)C(=O)[O-])C.[K+] (penicillin), C[C@H]1[C@@]([C@H]([C@@H](O1)O[C@@H]2[C@H]([C@@H]([C@H]([C@@H]([C@H]2O)O)NC(=N)N)O)NC(=N)N)O[C@H]3[C@H]([C@@H]([C@H]([C@@H](O3)CO)O)O)NC)(C=O)O (streptomycin), CC([C@@H]1[C@H]([C@@H]([C@H]([C@H](O1)O[C@@H]2[C@H](C[C@H]([C@@H]([C@H]2O)O[C@H]3[C@H]([C@@H]([C@](CO3)(C)O)NC)O)N)N)N)O)O)O.OS(=O)(=O)O.OS(=O)(=O)O (G418 disulfate), GTP[γ-35S], CCCCCCCC/C=C\CCCCCCCC(=O)OCC(C[N+](C)(C)CCNC(=O)C(CCCNCCCN)NCCCN)OC(=O)CCCCCCC/C=C\CCCCCCCC (Lipofectamine), CHO. The product is C[C@H]([C@@H]1[C@H]([C@@H]([C@H]([C@H](O1)O[C@@H]2[C@H](C[C@H]([C@@H]([C@H]2O)O[C@@H]3[C@@H]([C@H]([C@@](CO3)(C)O)NC)O)N)N)N)O)O)O (G418). Reaction SMILES: [CH3:1]CCCCCCC/C=C\CCCCCCCC(OCC(OC(CCCCCCC/C=C\CCCCCCCC)=O)C[N+](CCNC(C(NCCCN)CCCNCCCN)=O)(C)C)=O.CC1(C)S[C@@H]2[C@H](NC(CC3C=CC=CC=3)=O)C(=O)N2[C@H]1C([O-])=O.[K+].C[C@@H]1O[C@@H](O[C@H]2[C@H](O)[C@@H](O)[C@H](NC(N)=N)[C@@H](O)[C@@H]2NC(N)=N)[C@H]([O:114][C@@H:115]2[O:120][C@@H:119]([CH2:121][OH:122])[C@H:118]([OH:123])[C@@H:117]([OH:124])[C@@H:116]2[NH:125]C)[C@@]1(O)C=O.CC(O)[C@H]1O[C@H](O[C@H:139]2[C@H:144]([OH:145])[C@@H:143]([O:146][C@@H:147]3[O:152][CH2:151][C@:150]([OH:154])([CH3:153])[C@@H:149]([NH:155][CH3:156])[C@@H:148]3[OH:157])[C@H:142]([NH2:158])[CH2:141][C@@H:140]2[NH2:159])[C@H](N)[C@@H](O)[C@@H]1O.OS(O)(=O)=O.OS(O)(=O)=O>>[CH3:1][C@@H:121]([OH:122])[C@H:119]1[O:120][C@H:115]([O:114][C@H:139]2[C@H:144]([OH:145])[C@@H:143]([O:146][C@H:147]3[O:152][CH2:151][C@@:150]([OH:154])([CH3:153])[C@H:149]([NH:155][CH3:156])[C@H:148]3[OH:157])[C@H:142]([NH2:158])[CH2:141][C@@H:140]2[NH2:159])[C@H:116]([NH2:125])[C@@H:117]([OH:124])[C@@H:118]1[OH:123] |f:1.2,4.5.6|. Procedure: The in vitro S1P1 agonist action of the compound of the present invention was evaluated by the increase in the functional binding activity of GTP[γ-35S] to G-protein using the membrane of a human S1P1 expressing cell. A cDNA encoding a human S1P1 was cloned from a human colorectal cDNA library and introduced to an expression vector pcDNA3.1 to construct a S1P1-pcDNA3.1. Then, by Lipofectamine 2000 (GIBCO), the S1P1-pcDNA3.1 was transfected into a CHO cell, and cultured in a Ham's F-12 culture me... Reactants: BrC1=CC2=C(C(C=3NC4=CC(=CC=C4C3C2=O)Cl)(C)C)C=C1O (9-bromo-3-chloro-8-hydroxy-6,6-dimethyl-5,6-dihydro-benzo[b]carbazol-11-one), C1(=CC=CC=C1)P(C1=CC=CC=C1)C1=CC=CC=C1 (triphenylphosphine), CC1(OC[C@@H](O1)CO)C (((S)-2,2-dimethyl-[1,3]dioxolan-4-yl)-methanol), C1(=CC=CC=C1)C (toluene), C(C)OC(=O)N=NC(=O)OCC (diethyl azodicarboxylic acid). Run in C1CCOC1 (THF), C(C)(=O)OCC (ethyl acetate). Reaction conditions: temperature 50 celsius, time 2 hour. Yields the product ClC1=CC=C2C=3C(C4=C(C(C3NC2=C1)(C)C)C=C(C(=C4)Br)OC[C@@H]4OC(OC4)(C)C)=O (3-Chloro-9-bromo-8-((S)-2,2-dimethyl-[1,3]dioxolan-4-ylmethoxy)-6,6-dimethyl-5,6-dihydro-benzo[b]carbazol-11-one). Isolated yield 52.5%. RXN SMILES: [Br:1][C:2]1[C:22]([OH:23])=[CH:21][C:5]2[C:6]([CH3:20])([CH3:19])[C:7]3[NH:8][C:9]4[C:14]([C:15]=3[C:16](=[O:17])[C:4]=2[CH:3]=1)=[CH:13][CH:12]=[C:11]([Cl:18])[CH:10]=4.C1(P(C2C=CC=CC=2)C2C=CC=CC=2)C=CC=CC=1.[CH3:43][C:44]1([CH3:51])[O:48][C@@H:47]([CH2:49]O)[CH2:46][O:45]1.C1(C)C=CC=CC=1.C(OC(N=NC(OCC)=O)=O)C>C(OCC)(=O)C.C1COCC1>[Cl:18][C:11]1[CH:10]=[C:9]2[C:14]([C:15]3[C:16](=[O:17])[C:4]4[CH:3]=[C:2]([Br:1])[C:22]([O:23][CH2:49][C@H:47]5[CH2:46][O:45][C:44]([CH3:51])([CH3:43])[O:48]5)=[CH:21][C:5]=4[C:6]([CH3:20])([CH3:19])[C:7]=3[NH:8]2)=[CH:13][CH:12]=1. Procedure details: Under nitrogen atmosphere, 9-bromo-3-chloro-8-hydroxy-6,6-dimethyl-5,6-dihydro-benzo[b]carbazol-11-one (Compound S2-4, 76 mg, 0.2 mmol) and triphenylphosphine (69 mg, 1.3 eq.) were added with THF (2 ml), and ((S)-2,2-dimethyl-[1,3]dioxolan-4-yl)-methanol (35 mg, 1.3 eq.) and 2.19 N toluene solution (118 μL, 1.3 eq.) of diethyl azodicarboxylic acid were added dropwise thereto, followed by stirring at 50° C. for 2 hr. After cooling, the reaction solution was added with ethyl acetate, washed with b... Reactants: ethanol-toluene, ethanol-toluene, BrC(C(C)=O)=CO (3-bromo-4-hydroxy-3-buten-2-one), C(C)O (ethanol). Run in C1(=CC=CC=C1)C (toluene). The product is BrC(C(C)=O)=COCC (3-bromo-4-ethoxy-3-buten-2-one). Yield: 100.0%. Reaction SMILES: [CH2:1](O)[CH3:2].[Br:4][C:5](=[CH:9][OH:10])[C:6](=[O:8])[CH3:7]>C1(C)C=CC=CC=1>[Br:4][C:5](=[CH:9][O:10][CH2:1][CH3:2])[C:6](=[O:8])[CH3:7]. Procedure details: A mixture of 400 ml absolute ethanol and 60 ml toluene was heated to reflux and 20 ml of azeotrope was removed via a Dean Stark trap. To the ethanol-toluene solution was added 33.0 g (0.2 mol) of 3-bromo-4-hydroxy-3-buten-2-one and reflux was continued for 2 hours during which period three aliquots of 20 ml of ethanol-toluene were removed via the trap. The solution was concentrated in vacuo to give 38.6 g (100%) of 3-bromo-4-ethoxy-3-buten-2-one as a mobile oil. nmr (DMSOd-6) (δ): 8.21 (s, 1H); ... Reactants: CCOC(=O)c1cc2c(C)cc(OCc3ccccc3)cc2[nH]1, CCO, Cl, [K+], [OH-]. Product: Cc1cc(OCc2ccccc2)cc2[nH]c(C(=O)O)cc12. RXN SMILES: [CH2:3]([CH3:4])[O:5][C:6](=[O:7])[c:8]1[nH:9][c:10]2[cH:11][c:12]([O:18][CH2:19][c:20]3[cH:21][cH:22][cH:23][cH:24][cH:25]3)[cH:13][c:14]([CH3:17])[c:15]2[cH:16]1.[CH3:27][CH2:28][OH:29].[ClH:26].[K+:2].[OH-:1]>>[O:5]=[C:6]([OH:7])[c:8]1[nH:9][c:10]2[cH:11][c:12]([O:18][CH2:19][c:20]3[cH:21][cH:22][cH:23][cH:24][cH:25]3)[cH:13][c:14]([CH3:17])[c:15]2[cH:16]1. The reactants are BrCc1ccccc1, CC(C)(C)[O-], CN(C)C=O, [K+], O=C1COc2cccc3nc4c(c(c23)N1)CCCC4, O. Yields the product O=C1COc2cccc3nc4c(c(c23)N1Cc1ccccc1)CCCC4. RXN SMILES: [Br:26][CH2:27][c:28]1[cH:29][cH:30][cH:31][cH:32][cH:33]1.[CH3:20][C:21]([CH3:22])([O-:23])[CH3:24].[CH3:34][N:35]([CH3:36])[CH:37]=[O:38].[K+:25].[NH:1]1[C:2](=[O:19])[CH2:3][O:4][c:5]2[c:6]3[c:7]1[c:8]1[c:13]([n:14][c:15]3[cH:16][cH:17][cH:18]2)[CH2:12][CH2:11][CH2:10][CH2:9]1.[OH2:39]>>[N:1]1([CH2:27][c:28]2[cH:29][cH:30][cH:31][cH:32][cH:33]2)[C:2](=[O:19])[CH2:3][O:4][c:5]2[c:6]3[c:7]1[c:8]1[c:13]([n:14][c:15]3[cH:16][cH:17][cH:18]2)[CH2:12][CH2:11][CH2:10][CH2:9]1.